From a dataset of the Open Reaction Database (ORD), a public repository of structured organic reaction records. describe an organic reaction: reactants, conditions, products, and yield Product: CCCC(NC(=O)C(O)C(C)(C)C)C(=O)Nc1cn(C(C)(C)CN2CCCC2)cn1. As a reaction SMILES: [CH3:1][C:2]([CH2:3][N:4]1[CH2:5][CH2:6][CH2:7][CH2:8]1)([CH3:9])[n:10]1[cH:11][n:12][c:13]([NH:15][C:16]([CH:17]([CH2:18][CH2:19][CH3:20])[NH2:21])=[O:22])[cH:14]1.[OH:23][CH:24]([C:25](=[O:26])[OH:27])[C:28]([CH3:29])([CH3:30])[CH3:31]>>[CH3:1][C:2]([CH2:3][N:4]1[CH2:5][CH2:6][CH2:7][CH2:8]1)([CH3:9])[n:10]1[cH:11][n:12][c:13]([NH:15][C:16]([CH:17]([CH2:18][CH2:19][CH3:20])[NH:21][C:25]([CH:24]([OH:23])[C:28]([CH3:29])([CH3:30])[CH3:31])=[O:26])=[O:22])[cH:14]1. The reactants are CCCC(N)C(=O)Nc1cn(C(C)(C)CN2CCCC2)cn1, CC(C)(C)C(O)C(=O)O. Starting materials: N#Cc1ccc2cc(Oc3ccc([N+](=O)[O-])cc3-c3ccccc3C=O)ccc2c1, CC#N, CC=C(C)C, [O-][Cl+2]([O-])[O-], Cl, [Na+], [Na+], O, O, O, O, O=P([O-])(O)O. Product: N#Cc1ccc2cc(Oc3ccc([N+](=O)[O-])cc3-c3ccccc3C(=O)O)ccc2c1. Reaction SMILES: [C:1](#[N:2])[c:3]1[cH:4][c:5]2[cH:6][cH:7][c:8]([O:13][c:14]3[c:15](-[c:23]4[c:24]([CH:29]=[O:30])[cH:25][cH:26][cH:27][cH:28]4)[cH:16][c:17]([N+:20](=[O:21])[O-:22])[cH:18][cH:19]3)[cH:9][c:10]2[cH:11][cH:12]1.[C:52](#[N:53])[CH3:54].[CH3:31][C:32](=[CH:33][CH3:34])[CH3:35].[Cl+2:44]([O-:45])([O-:46])[O-:47].[ClH:50].[Na+:43].[Na+:48].[OH2:36].[OH2:37].[OH2:49].[OH2:51].[P:38](=[O:39])([O-:40])([OH:41])[OH:42]>>[C:1](#[N:2])[c:3]1[cH:4][c:5]2[cH:6][cH:7][c:8]([O:13][c:14]3[c:15](-[c:23]4[c:24]([C:29](=[O:30])[OH:39])[cH:25][cH:26][cH:27][cH:28]4)[cH:16][c:17]([N+:20](=[O:21])[O-:22])[cH:18][cH:19]3)[cH:9][c:10]2[cH:11][cH:12]1. Reactants: diol, C1(=CC=C(C=C1)S(=O)(=O)O)C (p-toluene sulfonic acid). Reagents/catalysts: [Pd] (palladium on carbon). Run in CO (methanol). Product: C(C(C)C)C1=C(C=CC=C1)CC(C)C (di-isobutyl benzene). As a reaction SMILES: [C:1]1([CH3:11])[CH:6]=[CH:5][C:4](S(O)(=O)=O)=[CH:3][CH:2]=1>CO.[Pd]>[CH2:11]([C:1]1[CH:6]=[CH:5][CH:4]=[CH:3][C:2]=1[CH2:2][CH:1]([CH3:11])[CH3:6])[CH:4]([CH3:5])[CH3:3]. Procedure details: The diol can be dissolved in a solvent such as methanol with a catalytic amount of p-toluene sulfonic acid and a catalyst such as palladium on carbon and hydrogenated to give the di-isobutyl benzene. The reactants are OC1=C(C=C(C=C1)CS(=O)(=O)CC1=CC(=C(C=C1)O)[N+](=O)[O-])[N+](=O)[O-] (4-hydroxy-3-nitrophenylmethylsulfone), [OH-].C(CCC)[N+](CCCC)(CCCC)CCCC (tetrabutylammonium hydroxide). Run in C(C)O (ethanol). Product: C(CCC)[N+](CCCC)(CCCC)CCCC.OC1=C(C=C(C=C1)CS(=O)(=O)CC1=CC(=C(C=C1)O)[N+](=O)[O-])[N+](=O)[O-] (4-Hydroxy-3-nitrophenylmethylsulfone tetra-(n-butyl) ammonium salt). Reaction SMILES: [OH:1][C:2]1[CH:7]=[CH:6][C:5]([CH2:8][S:9]([CH2:12][C:13]2[CH:18]=[CH:17][C:16]([OH:19])=[C:15]([N+:20]([O-:22])=[O:21])[CH:14]=2)(=[O:11])=[O:10])=[CH:4][C:3]=1[N+:23]([O-:25])=[O:24].[OH-].[CH2:27]([N+:31]([CH2:40][CH2:41][CH2:42][CH3:43])([CH2:36][CH2:37][CH2:38][CH3:39])[CH2:32][CH2:33][CH2:34][CH3:35])[CH2:28][CH2:29][CH3:30]>C(O)C>[CH2:40]([N+:31]([CH2:27][CH2:28][CH2:29][CH3:30])([CH2:32][CH2:33][CH2:34][CH3:35])[CH2:36][CH2:37][CH2:38][CH3:39])[CH2:41][CH2:42][CH3:43].[OH:19][C:16]1[CH:17]=[CH:18][C:13]([CH2:12][S:9]([CH2:8][C:5]2[CH:6]=[CH:7][C:2]([OH:1])=[C:3]([N+:23]([O-:25])=[O:24])[CH:4]=2)(=[O:11])=[O:10])=[CH:14][C:15]=1[N+:20]([O-:22])=[O:21] |f:1.2,4.5|. Reported procedure: To a solution of 13.5 g of 4-hydroxy-3-nitrophenylmethylsulfone in 100 ml of ethanol are added 41 g of a 40% aqueous tetrabutylammonium hydroxide solution. The resultant deep yellow solution is evaporated in a rotovap to give 28 g of yellow crystal product with a melting point of 98°-100° C. Reactants: COC(=O)C(NC(=O)C(C)NC(=O)OC(C)(C)C)C1CC1, CCC(NC(=O)OC(C)(C)C)C(=O)O. Product: CCC(NC(=O)OC(C)(C)C)C(=O)NC(C(=O)OC)C1CC1. Reaction SMILES: [C:1]([CH3:2])([CH3:3])([CH3:4])[O:5][C:6](=[O:7])[NH:8][CH:9]([CH3:10])[C:11](=[O:12])[NH:13][CH:14]([C:15](=[O:16])[O:17][CH3:18])[CH:19]1[CH2:20][CH2:21]1.[C:22]([NH:23][CH:24]([CH2:25][CH3:26])[C:27]([OH:28])=[O:29])([O:30][C:31]([CH3:32])([CH3:33])[CH3:34])=[O:35]>>[C:1]([CH3:2])([CH3:3])([CH3:4])[O:5][C:6](=[O:7])[NH:8][CH:9]([CH2:10][CH3:22])[C:11](=[O:12])[NH:13][CH:14]([C:15](=[O:16])[O:17][CH3:18])[CH:19]1[CH2:20][CH2:21]1. The reactants are CCCCCCCC(=O)c1ccc(-c2ccc(OC)c(Cl)c2)cc1, CCCCCCCCO, [Cl-], [Cl-], [NH4+], S=C=S, COc1ccc(-c2ccccc2)cc1Cl, Oc1ccc(-c2ccccc2)cc1Cl. Yields the product CCCCCCCCc1ccc(-c2ccc(OC)c(Cl)c2)cc1. Reaction SMILES: [C:42]([CH2:43][CH2:44][CH2:45][CH2:46][CH2:47][CH2:48][CH3:49])(=[O:50])[c:51]1[cH:52][cH:53][c:54](-[c:57]2[cH:58][c:59]([Cl:65])[c:60]([O:63][CH3:64])[cH:61][cH:62]2)[cH:55][cH:56]1.[CH2:31]([OH:32])[CH2:33][CH2:34][CH2:35][CH2:36][CH2:37][CH2:38][CH3:39].[Cl-:30].[Cl-:40].[NH4+:41].[S:66]=[C:67]=[S:68].[c:15]1(-[c:16]2[cH:17][cH:18][c:19]([O:20][CH3:21])[c:22]([Cl:23])[cH:24]2)[cH:25][cH:26][cH:27][cH:28][cH:29]1.[c:1]1(-[c:2]2[cH:3][cH:4][c:5]([OH:6])[c:7]([Cl:8])[cH:9]2)[cH:10][cH:11][cH:12][cH:13][cH:14]1>>[CH2:42]([CH2:43][CH2:44][CH2:45][CH2:46][CH2:47][CH2:48][CH3:49])[c:51]1[cH:52][cH:53][c:54](-[c:57]2[cH:58][c:59]([Cl:65])[c:60]([O:63][CH3:64])[cH:61][cH:62]2)[cH:55][cH:56]1.